From a dataset of the Open Reaction Database (ORD), a public repository of structured organic reaction records. describe an organic reaction: reactants, conditions, products, and yield Procedure details: The title compound was prepared in analogy to General Procedure 1 from 2-(1-methylethyl)-6,7,8,9-tetrahydro-5H-[1,3]oxazolo[4,5-h][3]benzazepine (0.21 mmol) and 3-[(3-chloropropyl)thio]-4-methyl-5-(4-methyl-1,3-oxazol-5-yl)-4H-1,2,4-triazole and was obtained as a colourless slightly hygroscopic solid (78 μmol). The product is Cl.CC(C)C=1OC2=CC3=C(CCN(CC3)CCCSC3=NN=C(N3C)C3=C(N=CO3)C)C=C2N1 (2-(1-Methylethyl)-7-(3-{[4-methyl-5-(4-methyl-1,3-oxazol-5-yl)-4H-1,2,4-triazol-3-yl]thio}propyl)-6,7,8,9-tetrahydro-5H-[1,3]oxazolo[4,5-h][3]benzazepine hydrochloride), solid. The reactants are CC(C)C=1OC2=CC3=C(CCNCC3)C=C2N1 (2-(1-methylethyl)-6,7,8,9-tetrahydro-5H-[1,3]oxazolo[4,5-h][3]benzazepine), ClCCCSC1=NN=C(N1C)C1=C(N=CO1)C (3-[(3-chloropropyl)thio]-4-methyl-5-(4-methyl-1,3-oxazol-5-yl)-4H-1,2,4-triazole). Reaction SMILES: [CH3:1][CH:2]([C:4]1[O:5][C:6]2[C:16]([N:17]=1)=[CH:15][C:9]1[CH2:10][CH2:11][NH:12][CH2:13][CH2:14][C:8]=1[CH:7]=2)[CH3:3].[Cl:18][CH2:19][CH2:20][CH2:21][S:22][C:23]1[N:27]([CH3:28])[C:26]([C:29]2[O:33][CH:32]=[N:31][C:30]=2[CH3:34])=[N:25][N:24]=1>>[ClH:18].[CH3:3][CH:2]([C:4]1[O:5][C:6]2[C:16]([N:17]=1)=[CH:15][C:9]1[CH2:10][CH2:11][N:12]([CH2:19][CH2:20][CH2:21][S:22][C:23]3[N:27]([CH3:28])[C:26]([C:29]4[O:33][CH:32]=[N:31][C:30]=4[CH3:34])=[N:25][N:24]=3)[CH2:13][CH2:14][C:8]=1[CH:7]=2)[CH3:1] |f:2.3|. Starting materials: C(C1=CC=CC=C1)OC1=CC=C(C=C1)CC(=O)Cl (4-benzyloxyphenylacetyl chloride), COC=1C=C2CCC(CC2=CC1)C1=C(C=CC=C1)N (2-(6-methoxy-1,2,3,4-tetrahydronaphthalen-2-yl)phenylamine). The product is C(C1=CC=CC=C1)OC1=CC=C(C=C1)CCNC1=C(C=CC=C1)C1CC2=CC=C(C=C2CC1)OC ([2-(4-Benzyloxyphenyl)ethyl][2-(6-methoxy-1,2,3,4-tetrahydronaphthalen-2-yl)phenyl]amine). Yield: 36.4%. Reaction SMILES: [CH2:1]([O:8][C:9]1[CH:14]=[CH:13][C:12]([CH2:15][C:16](Cl)=O)=[CH:11][CH:10]=1)[C:2]1[CH:7]=[CH:6][CH:5]=[CH:4][CH:3]=1.[CH3:19][O:20][C:21]1[CH:22]=[C:23]2[C:28](=[CH:29][CH:30]=1)[CH2:27][CH:26]([C:31]1[CH:36]=[CH:35][CH:34]=[CH:33][C:32]=1[NH2:37])[CH2:25][CH2:24]2>>[CH2:1]([O:8][C:9]1[CH:10]=[CH:11][C:12]([CH2:15][CH2:16][NH:37][C:32]2[CH:33]=[CH:34][CH:35]=[CH:36][C:31]=2[CH:26]2[CH2:25][CH2:24][C:23]3[C:28](=[CH:29][CH:30]=[C:21]([O:20][CH3:19])[CH:22]=3)[CH2:27]2)=[CH:13][CH:14]=1)[C:2]1[CH:3]=[CH:4][CH:5]=[CH:6][CH:7]=1. Reported procedure: Synthesized from 4-benzyloxyphenylacetyl chloride (2.3 g) and 2-(6-methoxy-1,2,3,4-tetrahydronaphthalen-2-yl)phenylamine (1.5 g) according to an analogous synthetic method to Example 152, the title compound (1.0 g) was obtained. Reactants: CCCCCCCNC(=O)N(CC)c1cccc(-c2ccc(C=O)cc2)c1, Cc1ccccc1, COC(=O)C=P(c1ccccc1)(c1ccccc1)c1ccccc1. Product: CCCCCCCNC(=O)N(CC)c1cccc(-c2ccc(C=CC(=O)OC)cc2)c1. Reaction SMILES: [CH2:25]([CH3:26])[N:27]([C:28](=[O:29])[NH:30][CH2:31][CH2:32][CH2:33][CH2:34][CH2:35][CH2:36][CH3:37])[c:38]1[cH:39][c:40](-[c:44]2[cH:45][cH:46][c:47]([CH:50]=[O:51])[cH:48][cH:49]2)[cH:41][cH:42][cH:43]1.[CH3:52][c:53]1[cH:54][cH:55][cH:56][cH:57][cH:58]1.[c:1]1([P:2]([c:3]2[cH:4][cH:5][cH:6][cH:7][cH:8]2)([c:9]2[cH:10][cH:11][cH:12][cH:13][cH:14]2)=[CH:20][C:21](=[O:22])[O:23][CH3:24])[cH:15][cH:16][cH:17][cH:18][cH:19]1>>[CH:20]([C:21](=[O:22])[O:23][CH3:24])=[CH:52][c:47]1[cH:46][cH:45][c:44](-[c:40]2[cH:39][c:38]([N:27]([CH2:25][CH3:26])[C:28](=[O:29])[NH:30][CH2:31][CH2:32][CH2:33][CH2:34][CH2:35][CH2:36][CH3:37])[cH:43][cH:42][cH:41]2)[cH:49][cH:48]1. The reactants are CCOCC, Cl, Fc1ccc(CBr)cc1, [Mg], N#Cc1ccccc1. The product is O=C(Cc1ccc(F)cc1)c1ccccc1. RXN SMILES: [CH3:20][CH2:21][O:22][CH2:23][CH3:24].[ClH:19].[F:1][c:2]1[cH:3][cH:4][c:5]([CH2:6][Br:7])[cH:8][cH:9]1.[Mg:10].[N:11]#[C:12][c:13]1[cH:14][cH:15][cH:16][cH:17][cH:18]1>>[F:1][c:2]1[cH:3][cH:4][c:5]([CH2:6][C:12]([c:13]2[cH:14][cH:15][cH:16][cH:17][cH:18]2)=[O:22])[cH:8][cH:9]1. Reactants: C(C1=CC=CC=C1)(=O)Cl (benzoyl chloride), COC([C@H](N)[C@@H](O)C)=O (D-threonine methyl ester), O (water). Solvent: CO (methanol). Conditions: temperature 12 celsius, time 1 hour. The product is COC([C@H](NC(C1=CC=CC=C1)=O)[C@@H](O)C)=O (N-benzoyl-D-threonine methyl ester). Yield: 104.4%. As a reaction SMILES: [CH3:1][O:2][C:3](=[O:9])[C@@H:4]([C@H:6]([CH3:8])[OH:7])[NH2:5].[C:10](Cl)(=[O:17])[C:11]1[CH:16]=[CH:15][CH:14]=[CH:13][CH:12]=1.O>CO>[CH3:1][O:2][C:3](=[O:9])[C@@H:4]([C@H:6]([CH3:8])[OH:7])[NH:5][C:10](=[O:17])[C:11]1[CH:16]=[CH:15][CH:14]=[CH:13][CH:12]=1. Procedure details: A crude D-threonine methyl ester (39.49 g) was dissolved in 300 mL of methanol and than transferred to the 1 L 3-neck round bottom flask equipped with a thermocouple, magnetic stirrer and cooling ice bath. A solution was chilled to 12° C., and a total of 64.1 g (0.63 mol, 3 eq.) was added to the flask and then cooled to −10° C. A total of 30.9 g (0.21 mol) of benzoyl chloride was added to the solution and resulting mixture stirred at 0° C. for 1 hour. After this period of time the solvent was re...